From a dataset of the Open Reaction Database (ORD), a public repository of structured organic reaction records. describe an organic reaction: reactants, conditions, products, and yield Starting materials: OCCC(C)(C)C1=C(C=C(C=C1)OC)O (2-(3-hydroxy-1,1-dimethylpropyl)-5-methoxyphenol), C1(=CC=C(C=C1)S(=O)(=O)O)C (p-toluenesulfonic acid). The solvent is C1(=CC=CC=C1)C (toluene). Yields the product COC1=CC=C2C(CCOC2=C1)(C)C (7-Methoxy-4,4-dimethylchromane). Yield: 76.4%. As a reaction SMILES: O[CH2:2][CH2:3][C:4]([C:7]1[CH:12]=[CH:11][C:10]([O:13][CH3:14])=[CH:9][C:8]=1[OH:15])([CH3:6])[CH3:5].C1(C)C=CC(S(O)(=O)=O)=CC=1>C1(C)C=CC=CC=1>[CH3:14][O:13][C:10]1[CH:9]=[C:8]2[C:7]([C:4]([CH3:5])([CH3:6])[CH2:3][CH2:2][O:15]2)=[CH:12][CH:11]=1. Procedure: To a toluene (30 ml) solution of 2-(3-hydroxy-1,1-dimethylpropyl)-5-methoxyphenol (3.0 g, 14.3 mmol) was added catalytic amount of p-toluenesulfonic acid. The stirred mixture was refluxed for 2 hours. The reaction mixture was then quenched with saturated aqueous solution of sodium bicarbonate and then crude products were extracted with ethyl acetate The organic layer was then washed with brine, dried over sodium sulfate. After filtration to separate solvent and sodium sulfate, the solvent was re... Reactants: Cl.FC=1C=C(C=CC1)S(=O)(=O)C=1C=C2CCCC(C2=CC1)CN (C-[6-(3-Fluoro-benzenesulfonyl)-1,2,3,4-tetrahydro-naphthalen-1-yl]-methylamine hydrochloride), [O-]C#N.[K+] (potassium cyanate). The solvent is O (water). Reaction conditions: temperature 60 celsius. The product is FC=1C=C(C=CC1)S(=O)(=O)C=1C=C2CCC[C@H](C2=CC1)CNC(=O)N ((R)-[6-(3-Fluoro-benzenesulfonyl)-1,2,3,4-tetrahydro-naphthalen-1-ylmethyl]-urea). Yield: 79.8%. As a reaction SMILES: Cl.[F:2][C:3]1[CH:4]=[C:5]([S:9]([C:12]2[CH:13]=[C:14]3[C:19](=[CH:20][CH:21]=2)[CH:18]([CH2:22][NH2:23])[CH2:17][CH2:16][CH2:15]3)(=[O:11])=[O:10])[CH:6]=[CH:7][CH:8]=1.[O-:24][C:25]#[N:26].[K+]>O>[F:2][C:3]1[CH:4]=[C:5]([S:9]([C:12]2[CH:13]=[C:14]3[C:19](=[CH:20][CH:21]=2)[C@H:18]([CH2:22][NH:23][C:25]([NH2:26])=[O:24])[CH2:17][CH2:16][CH2:15]3)(=[O:11])=[O:10])[CH:6]=[CH:7][CH:8]=1 |f:0.1,2.3|. Procedure details: C-[6-(3-Fluoro-benzenesulfonyl)-1,2,3,4-tetrahydro-naphthalen-1-yl]-methylamine hydrochloride (0.5 gms, 1.41 mmole) and potassium cyanate (0.137 g, 1.69 mmol) added to to 30 mL stirring water, and the mixture was heated to 60° C. for five minutes. The reaction mixture was then cooled to room temperature, and the resulting white precipitate was collected by filtration, washed with cold water, and dried under vacuum to give 0.408 g of (R)-[6-(3-Fluoro-benzenesulfonyl)-1,2,3,4-tetrahydro-naphthalen... Reactants: C(C)C1SC2(NC1=O)CCN(CC2)C (2-ethyl-8-methyl-1-thia-4,8-diaza-spiro[4.5]decan-3-one), N (ammonia), C(C)C1CC(NCC1)=O (4-ethyl piperidone), SC(C(=O)O)CC (2-mercaptobutyric acid). Yields the product CC[C@H]1C(=O)NC2(S1)CCN(CC2)C (AF267B). Reaction SMILES: [CH2:1]([CH:3]1[C:7](=[O:8])[NH:6][C:5]2([CH2:13][CH2:12][N:11]([CH3:14])[CH2:10][CH2:9]2)[S:4]1)[CH3:2].C(C1CCNC(=O)C1)C.SC(CC)C(O)=O.N>>[CH3:2][CH2:1][C@@H:3]1[S:4][C:5]2([CH2:13][CH2:12][N:11]([CH3:14])[CH2:10][CH2:9]2)[NH:6][C:7]1=[O:8]. Procedure details: There is also provided in accordance with an embodiment of the invention a process for the preparation of 2-ethyl-8-methyl-1-thia-4,8-diaza-spiro[4.5]decan-3-one (AF267), comprising reacting 4-ethyl piperidone with 2-mercaptobutyric acid and ammonia. In an embodiment of the invention, the process further comprising obtaining the enantiomers AF267A (R-enantiomer) and AF267B (S-enantiomer) by chiral separation. Starting materials: C(C)OCC (diethyl ether), C[Mg]Br (Methylmagnesium bromide), C(C)OCC (diethyl ether), C1(=NC=CC=2CCCCC12)C=O (5,6,7,8,-Tetrahydroisoquinoline-1-carbaldehyde). Run in O1CCCC1 (tetrahydrofuran). The product is OC(C)C1=NC=CC=2CCCCC12 (1-(1-hydroxyethyl)-5,6,7,8-tetrahydroisoquinoline). Isolated yield 87.4%. RXN SMILES: C[Mg]Br.[CH2:4](OCC)C.[C:9]1([CH:19]=[O:20])[C:18]2[CH2:17][CH2:16][CH2:15][CH2:14][C:13]=2[CH:12]=[CH:11][N:10]=1>O1CCCC1>[OH:20][CH:19]([C:9]1[C:18]2[CH2:17][CH2:16][CH2:15][CH2:14][C:13]=2[CH:12]=[CH:11][N:10]=1)[CH3:4]. Procedure: Methylmagnesium bromide in diethyl ether (9.3 ml, 28 mmole) is dissolved in 10 ml tetrahydrofuran at 0° C. in an oven dried 100 ml two neck round bottom flask under nitrogen. The solution is treated with 5,6,7,8,-Tetrahydroisoquinoline-1-carbaldehyde (3.61 g, 22.4 mmole) followed by 10 ml diethyl ether. The reaction mixture is warmed to room temperature and then to reflux for 1 h. The mixture is cooled, is quenched with 20 ml 10% hydrochloric acid, and the pH is adjusted to 9 with 2N sodium hydr... The reactants are CS(=O)(=O)O (methanesulfonic acid), O[C@H]1C[C@@H]2CC[C@H]3[C@@H]4CC[C@H](C(CO)=O)[C@]4(CC[C@@H]3[C@]2(C[C@@H]1N1CC(OCC1)(C)C)C)C ((2β,3α,5α)-3,21-dihydroxy-2-(2,2-dimethyl-4-morpholinyl)pregnan-20-one). Solvent: CO (methanol), CO (methanol). Product: CS(=O)(=O)O.O[C@H]1C[C@@H]2CC[C@H]3[C@@H]4CC[C@H](C(CO)=O)[C@]4(CC[C@@H]3[C@]2(C[C@@H]1N1CC(OCC1)(C)C)C)C ((2β,3α,5α)-3,21-dihydroxy-2-(2,2-dimethyl-4-morpholinyl)pregnan-20-one methanesulfonate), salt. RXN SMILES: [CH3:1][S:2]([OH:5])(=[O:4])=[O:3].[OH:6][C@@H:7]1[C@@H:27]([N:28]2[CH2:33][CH2:32][O:31][C:30]([CH3:35])([CH3:34])[CH2:29]2)[CH2:26][C@@:25]2([CH3:36])[C@@H:9]([CH2:10][CH2:11][C@@H:12]3[C@@H:24]2[CH2:23][CH2:22][C@@:21]2([CH3:37])[C@H:13]3[CH2:14][CH2:15][C@@H:16]2[C:17](=[O:20])[CH2:18][OH:19])[CH2:8]1>CO>[CH3:1][S:2]([OH:5])(=[O:4])=[O:3].[OH:6][C@@H:7]1[C@@H:27]([N:28]2[CH2:33][CH2:32][O:31][C:30]([CH3:35])([CH3:34])[CH2:29]2)[CH2:26][C@@:25]2([CH3:36])[C@@H:9]([CH2:10][CH2:11][C@@H:12]3[C@@H:24]2[CH2:23][CH2:22][C@@:21]2([CH3:37])[C@H:13]3[CH2:14][CH2:15][C@@H:16]2[C:17](=[O:20])[CH2:18][OH:19])[CH2:8]1 |f:3.4|. Procedure: A solution of methanesulfonic acid (429 mg) in methanol (10 ml) was added to a solution of the (2β,3α,5α)-3,21-dihydroxy-2-(2,2-dimethyl-4-morpholinyl)pregnan-20-one of Example 9 (2.0 g) in methanol (20 ml). The solvent was removed under reduced pressure to afford (2β,3α,5α)-3,21-dihydroxy-2-(2,2-dimethyl-4-morpholinyl)pregnan-20-one methanesulfonate (1:1) salt (2.43 g). [α]D +108.4° (c 0.6). Product: CC(C)(C)OC(=O)N1CCC(n2cnc3ccccc32)CC1. Starting materials: Cc1ccc(S(=O)(=O)OC2CCN(C(=O)OC(C)(C)C)CC2)cc1, CN(C)C=O, [H-], [Na+], O, c1ccc2[nH]cnc2c1. Reaction SMILES: [C:12]([CH3:13])([CH3:14])([CH3:15])[O:16][C:17](=[O:18])[N:19]1[CH2:20][CH2:21][CH:22]([O:25][S:26]([c:27]2[cH:28][cH:29][c:30]([CH3:31])[cH:32][cH:33]2)(=[O:34])=[O:35])[CH2:23][CH2:24]1.[CH3:37][N:38]([CH3:39])[CH:40]=[O:41].[H-:10].[Na+:11].[OH2:36].[cH:1]1[cH:2][cH:3][c:4]2[nH:5][cH:6][n:7][c:8]2[cH:9]1>>[cH:1]1[cH:2][cH:3][c:4]2[n:5]([CH:22]3[CH2:21][CH2:20][N:19]([C:17]([O:16][C:12]([CH3:13])([CH3:14])[CH3:15])=[O:18])[CH2:24][CH2:23]3)[cH:6][n:7][c:8]2[cH:9]1. Starting materials: BrC1=NC=CC(=C1C(=O)OC)CCC1=CC=CC=C1 (2-bromo-3-methoxycarbonyl-4-(2-phenylethyl)pyridine), O.NN (hydrazine monohydrate), CN1C(CCC1)=O (N-methylpyrrolidone). Run in O (water). Conditions: temperature 100 celsius, time 2 hour. Product: C1(=CC=CC=C1)CCC1=C2C(=NC=C1)NN=C2O (4-(2-Phenylethyl)-1H-pyrazolo[3,4-b]pyridin-3-ol). Reaction SMILES: Br[C:2]1[C:7]([C:8](OC)=[O:9])=[C:6]([CH2:12][CH2:13][C:14]2[CH:19]=[CH:18][CH:17]=[CH:16][CH:15]=2)[CH:5]=[CH:4][N:3]=1.O.[NH2:21][NH2:22].CN1CCCC1=O>O>[C:14]1([CH2:13][CH2:12][C:6]2[CH:5]=[CH:4][N:3]=[C:2]3[NH:21][N:22]=[C:8]([OH:9])[C:7]=23)[CH:19]=[CH:18][CH:17]=[CH:16][CH:15]=1 |f:1.2|. Reported procedure: A mixture of 2-bromo-3-methoxycarbonyl-4-(2-phenylethyl)pyridine (1.42 g), hydrazine monohydrate (0.65 mL) and N-methylpyrrolidone (10 mL) was stirred at 100° C. for 2 hours. The reaction mixture was poured into water, and the precipitated crystals were collected by filtration, washed with water and dried under reduced pressure to give the title compound (0.74 g). Reactants: CCOC(=O)c1ccc2c(C(=O)O)c(C(C)C)n(Cc3ccccn3)c2c1, ClCCCl, CN(C)c1ccncc1, ClCCl, NCc1cncc(F)c1. The product is CCOC(=O)c1ccc2c(C(=O)NCc3cncc(F)c3)c(C(C)C)n(Cc3ccccn3)c2c1. RXN SMILES: [CH2:1]([CH3:2])[O:3][C:4](=[O:5])[c:6]1[cH:7][cH:8][c:9]2[c:10]([C:25](=[O:26])[OH:27])[c:11]([CH:22]([CH3:23])[CH3:24])[n:12]([CH2:15][c:16]3[n:17][cH:18][cH:19][cH:20][cH:21]3)[c:13]2[cH:14]1.[CH2:28]([Cl:29])[CH2:30][Cl:31].[CH3:44][N:45]([c:46]1[cH:47][cH:48][n:49][cH:50][cH:51]1)[CH3:52].[Cl:41][CH2:42][Cl:43].[F:32][c:33]1[cH:34][c:35]([CH2:39][NH2:40])[cH:36][n:37][cH:38]1>>[CH2:1]([CH3:2])[O:3][C:4](=[O:5])[c:6]1[cH:7][cH:8][c:9]2[c:10]([C:25](=[O:27])[NH:40][CH2:39][c:35]3[cH:34][c:33]([F:32])[cH:38][n:37][cH:36]3)[c:11]([CH:22]([CH3:23])[CH3:24])[n:12]([CH2:15][c:16]3[n:17][cH:18][cH:19][cH:20][cH:21]3)[c:13]2[cH:14]1. Reported procedure: A 2 g (11.2 mmol) quantity of 1-isobutyl-3-(2-chloroethyl) urea was dissolved in 25 ml of concentrated HCl:ethanol, 2:1, and cooled to 5° C. A solution of 773 mg (11.2 mmol) of sodium nitrite in 5 ml of water was added in portions and the mixture was stirred at this temperature for 2 hrs. The crystalline yellow solid was filtered and dried in vacuo overnight giving 1.6 g (70%) of the product, MP 51° C. (decomposes). IR analysis showed peaks at 1705/cm (C=O) and 1525/cm (C--N=O). NMR: Doublet (6H... Reaction SMILES: [CH2:1]([NH:5][C:6]([NH:8][CH2:9][CH2:10][Cl:11])=[O:7])[CH:2]([CH3:4])[CH3:3].C(O)C.[N:15]([O-])=[O:16].[Na+]>Cl.O>[CH2:1]([NH:5][C:6]([N:8]([CH2:9][CH2:10][Cl:11])[N:15]=[O:16])=[O:7])[CH:2]([CH3:4])[CH3:3] |f:2.3|. Run at time 2 hour. Yields the product C(C(C)C)NC(=O)N(N=O)CCCl (1-Isobutyl-3-(2-Chloroethyl)-3-Nitrosourea). The solvent is Cl (HCl), O (water). Starting materials: C(C)O (ethanol), C(C(C)C)NC(=O)NCCCl (1-isobutyl-3-(2-chloroethyl) urea), N(=O)[O-].[Na+] (sodium nitrite). Isolated yield 70.0%.